Task: describe an organic reaction: reactants, conditions, products, and yield. Dataset: the Open Reaction Database (ORD), a public repository of structured organic reaction records Starting materials: O=Cc1cccnc1, ClCCl, O=C(O)C(F)(F)F, Nc1cccc(-n2cnc3cc(C(=O)NCc4cccnc4)ccc32)c1. Yields the product O=C(NCc1cccnc1)c1ccc2c(c1)ncn2-c1cccc(NCc2cccnc2)c1. Reaction SMILES: [CH:27]([c:28]1[cH:29][n:30][cH:31][cH:32][cH:33]1)=[O:34].[Cl:42][CH2:43][Cl:44].[F:35][C:36]([F:37])([F:38])[C:39]([OH:40])=[O:41].[NH2:1][c:2]1[cH:3][c:4](-[n:8]2[cH:9][n:10][c:11]3[c:12]2[cH:13][cH:14][c:15]([C:17](=[O:18])[NH:19][CH2:20][c:21]2[cH:22][n:23][cH:24][cH:25][cH:26]2)[cH:16]3)[cH:5][cH:6][cH:7]1>>[NH:1]([c:2]1[cH:3][c:4](-[n:8]2[cH:9][n:10][c:11]3[c:12]2[cH:13][cH:14][c:15]([C:17](=[O:18])[NH:19][CH2:20][c:21]2[cH:22][n:23][cH:24][cH:25][cH:26]2)[cH:16]3)[cH:5][cH:6][cH:7]1)[CH2:27][c:28]1[cH:29][n:30][cH:31][cH:32][cH:33]1. The reactants are CC1=CN2C(C3=CC(=CC=C13)[N+](=O)[O-])=NC=C(C2=O)C(=O)OCC (ethyl 7-methyl-10-nitro-4-oxo-4H-pyrimido[2,1-a]isoquinoline-3-carboxylate). Solvent: C(C)(=O)O (acetic acid), Cl (hydrochloric acid). Reaction conditions: temperature 0 celsius. Product: CC1=CN2C(C3=CC(=CC=C13)[N+](=O)[O-])=NC=C(C2=O)C(=O)O (7-methyl-10-nitro-4-oxo-4H-pyrimido[2,1-a]isoquinoline-3-carboxylic acid). The yield is 75.7%. RXN SMILES: [CH3:1][C:2]1[C:11]2[C:6](=[CH:7][C:8]([N+:12]([O-:14])=[O:13])=[CH:9][CH:10]=2)[C:5]2=[N:15][CH:16]=[C:17]([C:20]([O:22]CC)=[O:21])[C:18](=[O:19])[N:4]2[CH:3]=1>C(O)(=O)C.Cl>[CH3:1][C:2]1[C:11]2[C:6](=[CH:7][C:8]([N+:12]([O-:14])=[O:13])=[CH:9][CH:10]=2)[C:5]2=[N:15][CH:16]=[C:17]([C:20]([OH:22])=[O:21])[C:18](=[O:19])[N:4]2[CH:3]=1. Reported procedure: A suspension of ethyl 7-methyl-10-nitro-4-oxo-4H-pyrimido[2,1-a]isoquinoline-3-carboxylate (260 mg) in a mixture of acetic acid (6 ml) and 36% hydrochloric acid (3 ml) was refluxed for 50 minutes. The mixture was cooled to 0° C. to give yellow solid. The yellow solid was collected and dried to give 7-methyl-10-nitro-4-oxo-4H-pyrimido[2,1-a]isoquinoline-3-carboxylic acid (180 mg). Starting materials: CC(C)(C)OC(=O)C1(C)CCc2ncc(NC(=O)OCc3ccccc3)c(=O)n21, ClCCl, O=C(O)C(F)(F)F, O. Yields the product CC1(C(=O)O)CCc2ncc(NC(=O)OCc3ccccc3)c(=O)n21. As a reaction SMILES: [C:1]([CH3:2])([CH3:3])([CH3:4])[O:5][C:6](=[O:7])[C:8]1([CH3:29])[CH2:9][CH2:10][c:11]2[n:12]1[c:13](=[O:28])[c:14]([NH:17][C:18](=[O:19])[O:20][CH2:21][c:22]1[cH:23][cH:24][cH:25][cH:26][cH:27]1)[cH:15][n:16]2.[Cl:37][CH2:38][Cl:39].[F:30][C:31]([F:32])([F:33])[C:34]([OH:35])=[O:36].[OH2:40]>>[O:5]=[C:6]([OH:7])[C:8]1([CH3:29])[CH2:9][CH2:10][c:11]2[n:12]1[c:13](=[O:28])[c:14]([NH:17][C:18](=[O:19])[O:20][CH2:21][c:22]1[cH:23][cH:24][cH:25][cH:26][cH:27]1)[cH:15][n:16]2.